From a dataset of the Open Reaction Database (ORD), a public repository of structured organic reaction records. describe an organic reaction: reactants, conditions, products, and yield Reactants: CC(Oc1cc(-n2cnc3cc(CO[Si](C)(C)C(C)(C)C)ncc32)sc1C(N)=O)c1ccccc1C(F)(F)F, CCCC[N+](CCCC)(CCCC)CCCC, C1CCOC1, [F-]. Yields the product CC(Oc1cc(-n2cnc3cc(CO)ncc32)sc1C(N)=O)c1ccccc1C(F)(F)F. Reaction SMILES: [C:1]([Si:2]([CH3:3])([CH3:4])[O:6][CH2:7][c:8]1[cH:9][c:10]2[c:11]([cH:12][n:13]1)[n:14](-[c:17]1[cH:18][c:19]([O:25][CH:26]([CH3:27])[c:28]3[c:29]([C:34]([F:35])([F:36])[F:37])[cH:30][cH:31][cH:32][cH:33]3)[c:20]([C:22](=[O:23])[NH2:24])[s:21]1)[cH:15][n:16]2)([CH3:5])([CH3:38])[CH3:39].[CH2:41]([N+:42]([CH2:43][CH2:44][CH2:45][CH3:46])([CH2:47][CH2:48][CH2:49][CH3:50])[CH2:51][CH2:52][CH2:53][CH3:54])[CH2:55][CH2:56][CH3:57].[CH2:58]1[O:59][CH2:60][CH2:61][CH2:62]1.[F-:40]>>[OH:6][CH2:7][c:8]1[cH:9][c:10]2[c:11]([cH:12][n:13]1)[n:14](-[c:17]1[cH:18][c:19]([O:25][CH:26]([CH3:27])[c:28]3[c:29]([C:34]([F:35])([F:36])[F:37])[cH:30][cH:31][cH:32][cH:33]3)[c:20]([C:22](=[O:23])[NH2:24])[s:21]1)[cH:15][n:16]2. Starting materials: BrC=1N=NC(=CC1)Br (3,6-dibromopyridazine), FC1=C(C=CC=C1)B(O)O (2-fluoro-phenylboronic acid), C([O-])([O-])=O.[Na+].[Na+] (sodium carbonate). The reagents and catalysts are C=1C=CC(=CC1)[P](C=2C=CC=CC2)(C=3C=CC=CC3)[Pd]([P](C=4C=CC=CC4)(C=5C=CC=CC5)C=6C=CC=CC6)([P](C=7C=CC=CC7)(C=8C=CC=CC8)C=9C=CC=CC9)[P](C=1C=CC=CC1)(C=1C=CC=CC1)C=1C=CC=CC1 (tetrakis(triphenylphosphine)palladium). The solvent is COCCOC (DME). Yields the product BrC=1N=NC(=CC1)C1=C(C=CC=C1)F (3-Bromo-6-(2-fluoro-phenyl)-pyridazine). RXN SMILES: [Br:1][C:2]1[N:3]=[N:4][C:5](Br)=[CH:6][CH:7]=1.[F:9][C:10]1[CH:15]=[CH:14][CH:13]=[CH:12][C:11]=1B(O)O.C(=O)([O-])[O-].[Na+].[Na+]>COCCOC.C1C=CC([P]([Pd]([P](C2C=CC=CC=2)(C2C=CC=CC=2)C2C=CC=CC=2)([P](C2C=CC=CC=2)(C2C=CC=CC=2)C2C=CC=CC=2)[P](C2C=CC=CC=2)(C2C=CC=CC=2)C2C=CC=CC=2)(C2C=CC=CC=2)C2C=CC=CC=2)=CC=1>[Br:1][C:2]1[N:3]=[N:4][C:5]([C:11]2[CH:12]=[CH:13][CH:14]=[CH:15][C:10]=2[F:9])=[CH:6][CH:7]=1 |f:2.3.4,^1:34,36,55,74|. Reported procedure: 300 mg (1.26 mmol) of 3,6-dibromopyridazine, 176.5 mg (1.26 mmol) 2-fluoro-phenylboronic acid, 34.7 mg (0.038 mmol) of tetrakis(triphenylphosphine)palladium and 1.26 ml of an aqueous 1 M sodium carbonate solution in 15 ml of DME were heated under reflux for 3 h. After cooling, the reaction mixture was poured onto water and extracted with ethyl acetate. The combined organic phases were dried, evaporated, and the product purified by RP18 chromatography. Yield: 62 mg. Reactants: C([O-])(O)=O.[K+] (potassium bicarbonate), OO (hydrogen peroxide), C(CCCCCC)=C(C(=O)OCC)C(=O)OCC (diethyl heptylidenepropanedioate). The solvent is CO (methanol). Reaction conditions: time 16 hour. Product: C(CCCCC)C1C(O1)(C(=O)OCC)C(=O)OCC (diethyl 3-hexyloxiranedicarboxylate). As a reaction SMILES: [CH:1](=[C:8]([C:14]([O:16][CH2:17][CH3:18])=[O:15])[C:9]([O:11][CH2:12][CH3:13])=[O:10])[CH2:2][CH2:3][CH2:4][CH2:5][CH2:6][CH3:7].C(=O)(O)[O-:20].[K+].OO>CO>[CH2:2]([CH:1]1[O:20][C:8]1([C:14]([O:16][CH2:17][CH3:18])=[O:15])[C:9]([O:11][CH2:12][CH3:13])=[O:10])[CH2:3][CH2:4][CH2:5][CH2:6][CH3:7] |f:1.2|. Reported procedure: A mixture of 31 g of diethyl heptylidenepropanedioate (B. Wojcik and H. Adkins, J. Am. Chem. Soc., 56, 2424 (1934), prepared by the method of A. C. Cope and K. E. Hoyle, J. Am. Chem. Soc., 63, 733 (1941)), 5 g of potassium bicarbonate and 17 g of 30% hydrogen peroxide in 200 ml of methanol was stirred for two hours at 40° C., then allowed to stand at 20° C. for 16 hours. The mixture then was concentrated to 50 ml; 100 ml of water was added and the solution was extracted with two 50-ml volumes of... Starting materials: ClC1=NC(=CC(=C1C(=O)NCC1=CC(=CC=C1)F)C)Cl (2,6-dichloro-N-(3-fluorobenzyl)-4-methyl-pyridine-3-carboxylic acid amide), ice water, Cl.C(C)N (ethylamine hydrochloride), C(=O)([O-])[O-].[K+].[K+] (K2CO3). Solvent: CN(C)C=O (DMF). Conditions: temperature 100 celsius. Product: ClC1=CC(=C(C(=N1)NCC)C(=O)NCC1=CC(=CC=C1)F)C (6-chloro-2-ethylamino-N-[(3-fluorophenyl)-methyl]-4-methyl-pyridine-3-carboxylic acid amide). Yield: 13.0%. Reaction SMILES: Cl[C:2]1[C:7]([C:8]([NH:10][CH2:11][C:12]2[CH:17]=[CH:16][CH:15]=[C:14]([F:18])[CH:13]=2)=[O:9])=[C:6]([CH3:19])[CH:5]=[C:4]([Cl:20])[N:3]=1.Cl.[CH2:22]([NH2:24])[CH3:23].C([O-])([O-])=O.[K+].[K+]>CN(C=O)C>[Cl:20][C:4]1[N:3]=[C:2]([NH:24][CH2:22][CH3:23])[C:7]([C:8]([NH:10][CH2:11][C:12]2[CH:17]=[CH:16][CH:15]=[C:14]([F:18])[CH:13]=2)=[O:9])=[C:6]([CH3:19])[CH:5]=1 |f:1.2,3.4.5|. Procedure: A suspension of 626 mg (2.0 mmol) 2,6-dichloro-N-(3-fluorobenzyl)-4-methyl-pyridine-3-carboxylic acid amide (synthesis is described in section a) of example 2), 244 mg (2.4 mmol) ethylamine hydrochloride and 689 mg (5.0 mmol) K2CO3 in DMF (6 ml) was heated to 100° C. for 3 d. Then the RM was poured into ice water (10 ml), followed by extraction with EtOAc (3×15 ml). The combined organic layers were washed with water and brine, dried over Na2SO4 and concentrated in vacuo. Purification of the resi... Starting materials: O=C([O-])[O-], CS(=O)(=O)OC1CC2CCC(C1)N2C(=O)OCC(Cl)(Cl)Cl, CSc1ncc2ccc3c(C(N)=O)n[nH]c3c2n1, CCOC(C)=O, [Cs+], [Cs+], CN(C)C=O, O. Product: CSc1ncc2ccc3c(C(N)=O)nn(C4CC5CCC(C4)N5C(=O)OCC(Cl)(Cl)Cl)c3c2n1. As a reaction SMILES: [C:40](=[O:41])([O-:42])[O-:43].[CH3:19][S:20]([O:21][CH:24]1[CH2:25][CH:26]2[CH2:27][CH2:28][CH:29]([CH2:30]1)[N:31]2[C:32](=[O:33])[O:34][CH2:35][C:36]([Cl:37])([Cl:38])[Cl:39])(=[O:22])=[O:23].[CH3:1][S:2][c:3]1[n:4][c:5]2[c:6]3[c:7]([cH:8][cH:9][c:10]2[cH:11][n:12]1)[c:13]([C:16](=[O:17])[NH2:18])[n:14][nH:15]3.[CH3:46][CH2:47][O:48][C:49](=[O:50])[CH3:51].[Cs+:44].[Cs+:45].[O:52]=[CH:53][N:54]([CH3:55])[CH3:56].[OH2:57]>>[CH3:1][S:2][c:3]1[n:4][c:5]2[c:6]3[c:7]([cH:8][cH:9][c:10]2[cH:11][n:12]1)[c:13]([C:16](=[O:17])[NH2:18])[n:14][n:15]3[CH:24]1[CH2:25][CH:26]2[CH2:27][CH2:28][CH:29]([CH2:30]1)[N:31]2[C:32](=[O:33])[O:34][CH2:35][C:36]([Cl:37])([Cl:38])[Cl:39]. Starting materials: Cc1cc(C(=O)c2ccc(O)cc2)ccc1Br, C1CCOC1, [Cl-], [Cl-], [Cl-], [Cl-], O=C1CCCCC1, [Ti+4], [Zn]. Product: Cc1cc(C(=C2CCCCC2)c2ccc(O)cc2)ccc1Br. Reaction SMILES: [Br:1][c:2]1[c:3]([CH3:17])[cH:4][c:5]([C:8](=[O:9])[c:10]2[cH:11][cH:12][c:13]([OH:16])[cH:14][cH:15]2)[cH:6][cH:7]1.[CH2:25]1[O:26][CH2:27][CH2:28][CH2:29]1.[Cl-:30].[Cl-:31].[Cl-:32].[Cl-:33].[O:18]=[C:19]1[CH2:20][CH2:21][CH2:22][CH2:23][CH2:24]1.[Ti+4:34].[Zn:35]>>[Br:1][c:2]1[c:3]([CH3:17])[cH:4][c:5]([C:8]([c:10]2[cH:11][cH:12][c:13]([OH:16])[cH:14][cH:15]2)=[C:19]2[CH2:20][CH2:21][CH2:22][CH2:23][CH2:24]2)[cH:6][cH:7]1. Starting materials: 1,4-bis-(4', 4"-dihydroxy-triphenyl-methyl)-benzene, polycarbonates, C1(=CC=CC=C1)O (phenol), C1(O)=CC(O)=CC(O)=C1 (phloroglucinol), OC1=C(C(=O)O)C=CC(=C1)O (2,4-dihydroxybenzoic acid), CC(CC(C)C1=CC=C(C=C1)O)(CC(C)(C1=CC=C(C=C1)O)C)C1=CC=C(C=C1)O (4,6-dimethyl-2,4,6-tri-(4-hydroxyphenyl)-heptane), OC1=CC=C(C=C1)C(C)(C)C1=C(C=C(C=C1)O)O (2-(4-hydroxyphenyl)-2-(2,4-dihydroxyphenyl)-propane), tri-(4-hydroxphenyl)phenylmethane, OC1=C(CC2=C(C(=CC(=C2)C)CC2=C(C=CC(=C2)C)O)O)C=C(C=C1)C (2,6-bis-(2'-hydroxy-5'-methyl-benzyl)-4-methyl-phenol), 2,2-bis-[4,4-(4,4'-di-hydroxydiphenyl)-cyclohexy]-propane, OC1=CC=C(C=C1)C(C)(C1=CC=C(C=C1)O)C1=CC=C(C=C1)O (1,1,1-tri-(4-hydroxyphenyl)-ethane), bis-phenols, Polycarbonates, OC1=CC=C(C=C1)C1=CC(=CC(=C1)C1=CC=C(C=C1)O)C1=CC=C(C=C1)O (1,3,5-tri-(4-hydroxyphenyl)-benzene). Product: OC1=CC=C(C=C1)C(C)(C)C1=CC=C(C=C1)C(C)(C)C1=CC=C(C=C1)O (α, α'-bis-(4-hydroxyphenyl)-p-diisopropylbenzene). As a reaction SMILES: [C:1]1([CH:9]=[C:7]([OH:8])[CH:6]=[C:4](O)[CH:3]=1)O.CC(C1C=CC(O)=CC=1)([CH2:22][C:23]([CH3:32])([C:25]1[CH:30]=[CH:29][C:28]([OH:31])=[CH:27][CH:26]=1)[CH3:24])CC(C1C=CC(O)=CC=1)C.OC1[CH:46]=[CH:45][C:44]([C:47]2[CH:52]=C(C3C=CC(O)=CC=3)C=C(C3C=CC(O)=CC=3)[CH:48]=2)=[CH:43][CH:42]=1.OC1C=CC(C(C2C=CC(O)=CC=2)(C2C=CC(O)=CC=2)C)=CC=1.C1(O)C=CC=CC=1.OC1C=CC(C)=CC=1CC1C=C(C)C=C(CC2C=C(C)C=CC=2O)C=1O.OC1C=C(O)C=CC=1C(O)=O.OC1C=CC(C(C2C=CC(O)=CC=2O)(C)C)=CC=1>>[OH:31][C:28]1[CH:27]=[CH:26][C:25]([C:23]([C:22]2[CH:46]=[CH:45][C:44]([C:47]([C:3]3[CH:4]=[CH:6][C:7]([OH:8])=[CH:9][CH:1]=3)([CH3:52])[CH3:48])=[CH:43][CH:42]=2)([CH3:32])[CH3:24])=[CH:30][CH:29]=1. Procedure: The polycarbonates may be branched by the incorporation of small quantities of polyhydroxy compounds, e.g. from 0.05 to 2.0 mol % thereof, (based on the quantity of bis-phenols used). Polycarbonates of this kind have been described, for example, in German Offenlegungsschriften No. 1,570,533, No. 2,116,974 and No. 2,113,347, in British patent specifications No. 885,442 and No. 1,079,821 and in U.S. Pat. No. 3,544,514. Suitable polyhydroxy compounds include, for example, phloroglucinol, 4,6-dimeth...